This data is from the Open Reaction Database (ORD), a public repository of structured organic reaction records. The task is: describe an organic reaction: reactants, conditions, products, and yield The reactants are FC1=C(C(=O)Cl)C=CC=C1 (2-fluorobenzoyl chloride), NC=1C(=NC=CC1)Cl (3-amino-2-chloropyridine), ice water. Solvent: N1=CC=CC=C1 (pyridine), N1=CC=CC=C1 (pyridine). Reaction conditions: time 8 hour. Yields the product FC1=C(C(=O)NC=2C(=NC=CC2)Cl)C=CC=C1 (3-(2-FLUOROBENZOYLAMINO)-2-CHLOROPYRIDINE). RXN SMILES: [F:1][C:2]1[CH:10]=[CH:9][CH:8]=[CH:7][C:3]=1[C:4](Cl)=[O:5].[NH2:11][C:12]1[C:13]([Cl:18])=[N:14][CH:15]=[CH:16][CH:17]=1>N1C=CC=CC=1>[F:1][C:2]1[CH:10]=[CH:9][CH:8]=[CH:7][C:3]=1[C:4]([NH:11][C:12]1[C:13]([Cl:18])=[N:14][CH:15]=[CH:16][CH:17]=1)=[O:5]. Procedure details: 4.44 g (28 mmol) of 2-fluorobenzoyl chloride are added to 30 ml of anhydrous pyridine at 0° C. while the temperature is maintained below 5° C. 3 g of 3-amino-2-chloropyridine in 20 ml of pyridine are added with stirring using a pressure equalizing funnel. After being left overnight at room temperature, the reaction medium is poured into an ice/water mixture. The solid obtained is filtered off and washed several times with water. The reactants are C=C=O, O=C(OC(=O)C(F)(F)F)C(F)(F)F, O=C(O)C(F)(F)F. Product: CC(=O)OC(=O)C(F)(F)F. Reaction SMILES: [CH2:14]=[C:15]=[O:16].[F:1][C:2]([C:3](=[O:4])[O:5][C:6]([C:7]([F:8])([F:9])[F:10])=[O:11])([F:12])[F:13].[OH:17][C:18]([C:19]([F:20])([F:21])[F:22])=[O:23]>>[F:1][C:2]([C:3](=[O:4])[O:5][C:6]([CH3:7])=[O:11])([F:12])[F:13]. Reactants: C[Si](C)(C)I, CO, COc1ccc(CNCC2CNC(=O)c3cccc4[nH]cc2c34)cc1, Cl, C1CN2CCN1CC2, O. The product is O=C1NCC(CNCc2ccc(O)cc2)c2c[nH]c3cccc1c23. RXN SMILES: [CH3:1][Si:2]([I:3])([CH3:4])[CH3:5].[CH3:40][OH:41].[CH3:6][O:7][c:8]1[cH:9][cH:10][c:11]([CH2:12][NH:13][CH2:14][CH:15]2[CH2:16][NH:17][C:18](=[O:28])[c:19]3[c:20]4[c:21]2[cH:22][nH:23][c:24]4[cH:25][cH:26][cH:27]3)[cH:29][cH:30]1.[ClH:39].[N:31]12[CH2:32][CH2:33][N:34]([CH2:35][CH2:36]1)[CH2:37][CH2:38]2.[OH2:42]>>[OH:7][c:8]1[cH:9][cH:10][c:11]([CH2:12][NH:13][CH2:14][CH:15]2[CH2:16][NH:17][C:18](=[O:28])[c:19]3[c:20]4[c:21]2[cH:22][nH:23][c:24]4[cH:25][cH:26][cH:27]3)[cH:29][cH:30]1. Reactants: CC(=O)O, NC1Cc2ccccc2C1, O=C1OC(=O)c2ccccc21, O. Yields the product O=C1c2ccccc2C(=O)N1C1Cc2ccccc2C1. Reaction SMILES: [CH3:1][C:2](=[O:3])[OH:4].[NH2:5][CH:6]1[CH2:7][c:8]2[cH:9][cH:10][cH:11][cH:12][c:13]2[CH2:14]1.[O:15]=[C:16]1[O:17][C:18](=[O:19])[c:20]2[cH:21][cH:22][cH:23][cH:24][c:25]21.[OH2:26]>>[N:5]1([CH:6]2[CH2:7][c:8]3[cH:9][cH:10][cH:11][cH:12][c:13]3[CH2:14]2)[C:16](=[O:15])[c:25]2[c:20]([cH:21][cH:22][cH:23][cH:24]2)[C:18]1=[O:17]. Starting materials: CC(C=C(C(F)(F)F)C1=C(C=CC=C1)[N+](=O)[O-])C (1-(3-methyl-1-trifluoromethyl-but-1-enyl)-2-nitrobenzene). Reagents/catalysts: [Ni] (Raney-Nickel). Run in CO (methanol). Conditions: time 10 hour. Yields the product CC(CC(C(F)(F)F)C1=C(C=CC=C1)N)C (2-(3-methyl-1-trifluoromethyl-butyl)phenylamine). Reaction SMILES: [CH3:1][CH:2]([CH3:18])[CH:3]=[C:4]([C:9]1[CH:14]=[CH:13][CH:12]=[CH:11][C:10]=1[N+:15]([O-])=O)[C:5]([F:8])([F:7])[F:6]>CO.[Ni]>[CH3:1][CH:2]([CH3:18])[CH2:3][CH:4]([C:9]1[CH:14]=[CH:13][CH:12]=[CH:11][C:10]=1[NH2:15])[C:5]([F:6])([F:7])[F:8]. Procedure details: A solution of 2.98 g (12.9 mmol) 1-(3-methyl-1-trifluoromethyl-but-1-enyl)-2-nitrobenzene in 30 ml methanol is hydrogenated over Raney-Nickel (ethanol) at 100° C. and 150 bar for 10 hours. Then the catalyst is filtered off and the solvent removed in a water-jet vacuum. The obtained crude product is purified by column chromatography over silica gel (eluant:hexane/methylene chloride=1:2). Yield: 1.9 g 2-(3-methyl-1-trifluoromethylbutyl)phenylamine in the form of a brown oil (1H-NMR). The reactants are N([C@@H](C(C)C)C(=O)O)C(=O)OCC1=CC=CC=C1 (Z-Val-OH), C(C)I (ethyl iodide), O (water), [H-].[Na+] (sodium hydride). Isolated yield 52.7%. Solvent: C1CCOC1 (THF). Reported procedure: To a solution of Z-Val-OH (50 g) in THF (500 ml), ethyl iodide (127.3 ml, 1592 mmol) was added under cooling with ice and then sodium hydride (60% in oil) (23.88 g, 597 mmol) was added slowly, followed by stirring at 60° C. for 12 hours. The reaction mixture was mixed with water and washed with ether. The thus obtained aqueous layer was rendered acidic by the addition of dilute hydrochloric acid and extracted with ethyl acetate. The resultant was washed with saturated brine, dried over anhydrous... Conditions: temperature 60 celsius, time 12 hour. As a reaction SMILES: [NH:1]([C:9]([O:11][CH2:12][C:13]1[CH:18]=[CH:17][CH:16]=[CH:15][CH:14]=1)=[O:10])[C@H:2]([C:6]([OH:8])=[O:7])[CH:3]([CH3:5])[CH3:4].[CH2:19](I)[CH3:20].[H-].[Na+].O>C1COCC1>[C:9]([N:1]([CH2:19][CH3:20])[C@H:2]([C:6]([OH:8])=[O:7])[CH:3]([CH3:5])[CH3:4])([O:11][CH2:12][C:13]1[CH:14]=[CH:15][CH:16]=[CH:17][CH:18]=1)=[O:10] |f:2.3|. Product: C(=O)(OCC1=CC=CC=C1)N([C@@H](C(C)C)C(=O)O)CC (Z-N-Et-Val-OH). The reactants are [H-].[Na+] (sodium hydride), Cl.CN(CCCl)C (2-dimethylaminoethylchloride hydrochloride), CN1C=2C(C(NC3=C1C=CC=C3)=O)=CSC2 (4,9-dihydro-4-methyl-10H-thieno[3,4-b][1,5]benzodiazepin-10-one). Run in CN(C=O)C (dimethylformamide). Reaction conditions: time 18 hour. The product is CN(CCN1C(C=2C(N(C3=C1C=CC=C3)C)=CSC2)=O)C (4,9-Dihydro-9-(2-dimethylaminoethyl)-4-methyl-10H-thieno[3,4-b][1,5]benzodiazepin-10-one). As a reaction SMILES: [H-].[Na+].Cl.[CH3:4][N:5]([CH3:9])[CH2:6][CH2:7]Cl.[CH3:10][N:11]1[C:17]2[CH:18]=[CH:19][CH:20]=[CH:21][C:16]=2[NH:15][C:14](=[O:22])[C:13]2=[CH:23][S:24][CH:25]=[C:12]12>CN(C)C=O>[CH3:4][N:5]([CH3:9])[CH2:6][CH2:7][N:15]1[C:16]2[CH:21]=[CH:20][CH:19]=[CH:18][C:17]=2[N:11]([CH3:10])[C:12]2=[CH:25][S:24][CH:23]=[C:13]2[C:14]1=[O:22] |f:0.1,2.3|. Procedure: A mixture of 0.4 g. of 55% sodium hydride-mineral oil dispersion 0.5 g. of 2-dimethylaminoethylchloride hydrochloride and 25 ml. of dry dimethylformamide is stirred at room temperature for 0.5 hours. To the mixture is added 0.4 g. of 4,9-dihydro-4-methyl-10H-thieno[3,4-b][1,5]benzodiazepin-10-one and stirring at room temperature is continued for 18 hours. The reaction mixture is cooled, quenched with water, acidified, decolorized and filtered. The filtrate is made alkaline and extracted with chl...